From a dataset of the Open Reaction Database (ORD), a public repository of structured organic reaction records. describe an organic reaction: reactants, conditions, products, and yield Starting materials: ClC=1C=C(C=2N(C1)N=CC2)O (6-chloropyrazolo[1,5-a]pyridin-4-ol), C(=O)(O)[O-].[Na+] (NaHCO3), CS(=O)(=O)O[C@@H](C)[C@H]1CN(C(C1)=O)[C@H](C)C1=CC=C(C=C1)OC ((S)-1-((R)-1-((R)-1-(4-methoxyphenyl)ethyl)-5-oxopyrrolidin-3-yl)ethyl methanesulfonate), C([O-])([O-])=O.[Cs+].[Cs+] (cesium carbonate). The solvent is CN(C)C=O (DMF). Conditions: temperature 90 celsius. Product: ClC=1C=C(C=2N(C1)N=CC2)O[C@H](C)[C@@H]2CC(N(C2)[C@H](C)C2=CC=C(C=C2)OC)=O ((R)-4-((R)-1-((6-chloropyrazolo[1,5-a]pyridin-4-yl)oxy)ethyl)-1-((R)-1-(4-methoxyphenyl)ethyl)pyrrolidin-2-one). As a reaction SMILES: [Cl:1][C:2]1[CH:3]=[C:4]([OH:11])[C:5]2[N:6]([N:8]=[CH:9][CH:10]=2)[CH:7]=1.CS(O[C@H:17]([C@@H:19]1[CH2:23][C:22](=[O:24])[N:21]([C@@H:25]([C:27]2[CH:32]=[CH:31][C:30]([O:33][CH3:34])=[CH:29][CH:28]=2)[CH3:26])[CH2:20]1)[CH3:18])(=O)=O.C(=O)([O-])[O-].[Cs+].[Cs+].C([O-])(O)=O.[Na+]>CN(C=O)C>[Cl:1][C:2]1[CH:3]=[C:4]([O:11][C@@H:17]([C@H:19]2[CH2:20][N:21]([C@@H:25]([C:27]3[CH:28]=[CH:29][C:30]([O:33][CH3:34])=[CH:31][CH:32]=3)[CH3:26])[C:22](=[O:24])[CH2:23]2)[CH3:18])[C:5]2[N:6]([N:8]=[CH:9][CH:10]=2)[CH:7]=1 |f:2.3.4,5.6|. Reported procedure: 6-chloropyrazolo[1,5-a]pyridin-4-ol (120 mg, 0.712 mmol), (S)-1-((R)-1-((R)-1-(4-methoxyphenyl)ethyl)-5-oxopyrrolidin-3-yl)ethyl methanesulfonate 1.30 (365 mg, 1.07 mmol) and cesium carbonate (278 mg, 0.854 mmol) were suspended in DMF (2.0 mL). The mixture was heated at 90° C. for 3 h. After cooling to room temperature, the mixture was poured into a saturated aqueous solution of NaHCO3 and extracted with ethyl acetate. The combined organic layers were washed with brine, dried (MgSO4), filtered a... Starting materials: NC=1SC(=C(N1)C1=CC=C(C=C1)Cl)CCC(=O)NC1=CC=C(C=C1)CP(=O)(OCC)OCC (3-[2-amino-4-(4-chlorophenyl)-5-thiazolyl]-N-[4-(diethylphosphonomethyl)phenyl]propionamide), N1=C(C=CC=C1)C(=O)O (pyridine-2-carboxylic acid), ON1N=NC2=C1C=CC=C2 (1-hydroxybenzotriazole), Cl.C(C)N=C=NCCCN(C)C (1-ethyl-3-(3-dimethylaminopropyl)carbodiimide hydrochloride). Solvent: CN(C=O)C (N,N-dimethylformamide), O (water). Conditions: time 24 hour. The product is ClC1=CC=C(C=C1)C=1N=C(SC1CCC(=O)NC1=CC=C(C=C1)CP(=O)(OCC)OCC)NC(=O)C1=NC=CC=C1 (3-{4-(4-chlorophenyl)-2-[(2-pyridinylcarbonyl)amino)-5-thiazolyl}-N-[4-(diethylphosphonomethyl)phenyl]propionamide). Reaction SMILES: [NH2:1][C:2]1[S:3][C:4]([CH2:14][CH2:15][C:16]([NH:18][C:19]2[CH:24]=[CH:23][C:22]([CH2:25][P:26]([O:31][CH2:32][CH3:33])([O:28][CH2:29][CH3:30])=[O:27])=[CH:21][CH:20]=2)=[O:17])=[C:5]([C:7]2[CH:12]=[CH:11][C:10]([Cl:13])=[CH:9][CH:8]=2)[N:6]=1.[N:34]1[CH:39]=[CH:38][CH:37]=[CH:36][C:35]=1[C:40](O)=[O:41].ON1C2C=CC=CC=2N=N1.Cl.C(N=C=NCCCN(C)C)C>O.CN(C)C=O>[Cl:13][C:10]1[CH:9]=[CH:8][C:7]([C:5]2[N:6]=[C:2]([NH:1][C:40]([C:35]3[CH:36]=[CH:37][CH:38]=[CH:39][N:34]=3)=[O:41])[S:3][C:4]=2[CH2:14][CH2:15][C:16]([NH:18][C:19]2[CH:24]=[CH:23][C:22]([CH2:25][P:26]([O:28][CH2:29][CH3:30])([O:31][CH2:32][CH3:33])=[O:27])=[CH:21][CH:20]=2)=[O:17])=[CH:12][CH:11]=1 |f:3.4|. Reported procedure: A mixture of 3-[2-amino-4-(4-chlorophenyl)-5-thiazolyl]-N-[4-(diethylphosphonomethyl)phenyl]propionamide (500 mg), pyridine-2-carboxylic acid (145 mg), 1-hydroxybenzotriazole (180 mg), 1-ethyl-3-(3-dimethylaminopropyl)carbodiimide hydrochloride (225 mg) and N,N-dimethylformamide (10 ml) was stirred at room temperature for 24 hrs. The reaction mixture was poured into water, and the mixture was extracted with ethyl acetate. The ethyl acetate layer was washed with water, dried over anhydrous magnes...